describe an organic reaction: reactants, conditions, products, and yield From a dataset of the Open Reaction Database (ORD), a public repository of structured organic reaction records. Starting materials: CCOC(=O)C(CNC(C(=O)OCc1ccccc1)C(C)C)Cc1ccccc1, CCO. The product is CCOC(=O)C(CNC(C(=O)O)C(C)C)Cc1ccccc1. Reaction SMILES: [CH2:1]([c:2]1[cH:3][cH:4][cH:5][cH:6][cH:7]1)[O:8][C:9]([CH:10]([NH:11][CH2:12][CH:13]([CH2:14][c:15]1[cH:16][cH:17][cH:18][cH:19][cH:20]1)[C:21](=[O:22])[O:23][CH2:24][CH3:25])[CH:26]([CH3:27])[CH3:28])=[O:29].[CH3:30][CH2:31][OH:32]>>[O:8]=[C:9]([CH:10]([NH:11][CH2:12][CH:13]([CH2:14][c:15]1[cH:16][cH:17][cH:18][cH:19][cH:20]1)[C:21](=[O:22])[O:23][CH2:24][CH3:25])[CH:26]([CH3:27])[CH3:28])[OH:29]. Starting materials: FC(C(O)C1=C(N=C(S1)C=1C=NC(=CC1)C(F)(F)F)C)(C=C)F (2,2-Difluoro-1-[4-methyl-2-(6-trifluoromethyl-pyridin-3-yl)-thiazol-5-yl]-but-3-en-1-ol). Reagents/catalysts: [Pd] (palladium). The solvent is C(C)(=O)OCC (ethyl acetate). Product: FC(C(O)C1=C(N=C(S1)C=1C=NC(=CC1)C(F)(F)F)C)(CC)F (2,2-Difluoro-1-[4-methyl-2-(6-trifluoromethyl-pyridin-3-yl)-thiazol-5-yl]-butan-1-ol). Yield: 97.4%. Reaction SMILES: [F:1][C:2]([F:23])([CH:21]=[CH2:22])[CH:3]([C:5]1[S:9][C:8]([C:10]2[CH:11]=[N:12][C:13]([C:16]([F:19])([F:18])[F:17])=[CH:14][CH:15]=2)=[N:7][C:6]=1[CH3:20])[OH:4]>C(OCC)(=O)C.[Pd]>[F:23][C:2]([F:1])([CH2:21][CH3:22])[CH:3]([C:5]1[S:9][C:8]([C:10]2[CH:11]=[N:12][C:13]([C:16]([F:17])([F:18])[F:19])=[CH:14][CH:15]=2)=[N:7][C:6]=1[CH3:20])[OH:4]. Reported procedure: 500 mg 2,2-Difluoro-1-[4-methyl-2-(6-trifluoromethyl-pyridin-3-yl)-thiazol-5-yl]-but-3-en-1-ol were dissolved in 50 ml ethyl acetate. 50 mg palladium (5% on charcoal) were added and the reaction mixture stirred at room temperature under a hydrogen atmosphere. After three hours the catalyst was filtered off and the filtrate evaporated in vacuo to obtain 490 mg 2,2-Difluoro-1-[4-methyl-2-(6-trifluoromethyl-pyridin-3-yl)-thiazol-5-yl]-butan-1-ol as a white solid.